Dataset: the Open Reaction Database (ORD), a public repository of structured organic reaction records. Task: describe an organic reaction: reactants, conditions, products, and yield The reactants are ClC(=O)OC(C)Cl (1-chloroethyl chloroformate), C(C1=CC=CC=C1)N1CCC(=CC1)C=1OC(=CN1)C (1-benzyl-4-(5-methyl-oxazol-2-yl)-1,2,3,6-tetrahydro-pyridine). The solvent is ClCCl (dichlormethane). Product: Cl.CC1=CN=C(O1)C=1CCNCC1 (4-(5-Methyl-oxazol-2-yl)-1,2,3,6-tetrahydro-pyridine hydrochloride). Isolated yield 84.5%. As a reaction SMILES: [Cl:1]C(OC(Cl)C)=O.C([N:15]1[CH2:20][CH:19]=[C:18]([C:21]2[O:22][C:23]([CH3:26])=[CH:24][N:25]=2)[CH2:17][CH2:16]1)C1C=CC=CC=1>ClCCl>[ClH:1].[CH3:26][C:23]1[O:22][C:21]([C:18]2[CH2:19][CH2:20][NH:15][CH2:16][CH:17]=2)=[N:25][CH:24]=1 |f:3.4|. Procedure details: 20 g 1-chloroethyl chloroformate was added to 24 g 1-benzyl-4-(5-methyl-oxazol-2-yl)-1,2,3,6-tetrahydro-pyridine in 200 mL dichlormethane at 0° C. under nitrogen. After 2 h the solution was concentrated and 200 mL methanol was added. The mixture was refluxed 4 h and concentrated. The residue was crystallized from dichlormethane to give 16 g of the desired product. Rf: 0.02 (petrolether/ethyl acetate=1/1), (M+H)+: 165 Product: C(C)N(C(CN(C1=CC=C(C=C1)C)S(=O)(=O)C1=CC(=CC=C1)F)=O)CC (N,N-Diethyl-2-[(3-fluoro-benzenesulfonyl)-p-tolyl-amino]-acetamide). As a reaction SMILES: Br[CH2:2][C:3](Br)=[O:4].[CH2:6]([NH:8][CH2:9][CH3:10])[CH3:7].[NH2:11][C:12]1[CH:17]=[CH:16][C:15]([CH3:18])=[CH:14][CH:13]=1.[F:19][C:20]1[CH:21]=[C:22]([S:26](Cl)(=[O:28])=[O:27])[CH:23]=[CH:24][CH:25]=1>>[CH2:6]([N:8]([CH2:9][CH3:10])[C:3](=[O:4])[CH2:2][N:11]([S:26]([C:22]1[CH:23]=[CH:24][CH:25]=[C:20]([F:19])[CH:21]=1)(=[O:28])=[O:27])[C:12]1[CH:17]=[CH:16][C:15]([CH3:18])=[CH:14][CH:13]=1)[CH3:7]. Procedure: prepared by reaction of 2-bromoacetyl bromide with diethylamine, p-toluidine and 3-fluoro-benzenesulfonyl chloride Reactants: BrCC(=O)Br (2-bromoacetyl bromide), C(C)NCC (diethylamine), NC1=CC=C(C=C1)C (p-toluidine), FC=1C=C(C=CC1)S(=O)(=O)Cl (3-fluoro-benzenesulfonyl chloride). Reactants: CC1=C(C=C(CCl)C=C1)C(=C(Cl)Cl)Cl (4-methyl-3-(trichlorovinyl)benzyl chloride), [N-]=[N+]=[N-].[Na+] (sodium azide). Run in C(C)O (ethanol). Product: CC1=C(C=C(CN=[N+]=[N-])C=C1)C(=C(Cl)Cl)Cl (4-Methyl-3-(trichlorovinyl)benzyl azide). The yield is 89.0%. As a reaction SMILES: [CH3:1][C:2]1[CH:9]=[CH:8][C:5]([CH2:6]Cl)=[CH:4][C:3]=1[C:10]([Cl:14])=[C:11]([Cl:13])[Cl:12].[N-:15]=[N+:16]=[N-:17].[Na+]>C(O)C>[CH3:1][C:2]1[CH:9]=[CH:8][C:5]([CH2:6][N:15]=[N+:16]=[N-:17])=[CH:4][C:3]=1[C:10]([Cl:14])=[C:11]([Cl:13])[Cl:12] |f:1.2|. Procedure: A solution of 4-methyl-3-(trichlorovinyl)benzyl chloride (1.81 g ) and sodium azide (650 mg) in 20 ml of ethanol was heated at reflux for 5 hours. The reaction mixture was concentrated and then chromatographed on silica gel. Elution with 1:1 hexane:methylene chloride afforded 1.65 g of pure azide. Reactants: Cl.O1C2=C(C=CC=3C[C@@H]4[C@@]5(CCC([C@]1([C@@]5(C23)CCN4)C)=O)OC)OC (4,5α-epoxy-3,14-dimethoxy-5-methylmorphinan-6-one hydrochloride), C([O-])([O-])=O.[K+].[K+] (potassium carbonate), C1(=CC=CC=C1)CCBr (2-phenylethyl bromide), CN(C=O)C (N,N-dimethyl formamide). Solvent: O (H2O). Reaction conditions: temperature 80 celsius, time 2 hour. The product is Br.O1C2=C(C=CC=3C[C@@H]4[C@@]5(CCC([C@]1([C@@]5(C23)CCN4CCC4=CC=CC=C4)C)=O)OC)OC (4,5α-epoxy-3,14-dimethoxy-5-methyl-17-(2-phenyl)ethylmorphinan-6-one hydrobromide). Yield: 44.5%. Reaction SMILES: Cl.[O:2]1[C@:14]2([CH3:20])[C@@:15]34[CH2:17][CH2:18][NH:19][C@@H:9]([C@:10]3([O:22][CH3:23])[CH2:11][CH2:12][C:13]2=[O:21])[CH2:8][C:7]2=[C:16]4[C:3]1=[C:4]([O:24][CH3:25])[CH:5]=[CH:6]2.C(=O)([O-])[O-].[K+].[K+].[C:32]1([CH2:38][CH2:39][Br:40])[CH:37]=[CH:36][CH:35]=[CH:34][CH:33]=1.CN(C)C=O>O>[BrH:40].[O:2]1[C@:14]2([CH3:20])[C@@:15]34[CH2:17][CH2:18][N:19]([CH2:39][CH2:38][C:32]5[CH:37]=[CH:36][CH:35]=[CH:34][CH:33]=5)[C@@H:9]([C@:10]3([O:22][CH3:23])[CH2:11][CH2:12][C:13]2=[O:21])[CH2:8][C:7]2=[C:16]4[C:3]1=[C:4]([O:24][CH3:25])[CH:5]=[CH:6]2 |f:0.1,2.3.4,8.9|. Procedure details: A mixture of 4,5α-epoxy-3,14-dimethoxy-5-methylmorphinan-6-one hydrochloride (H. Schmidhammer et al., Helv. Chim. Acta Vol. 77:1585-1589, 1994) (2.24 g, 6.12 mmol), potassium carbonate (3.0 g, 21.9 mmol), 2-phenylethyl bromide (1.05 ml, 7.74 mmol), and 15 ml of anhydrous N,N-dimethyl formamide was stirred at 80° C. (bath temperature) for 2 h. After cooling and addition of 110 ml of H2O, the mixture was extracted with diethyl ether (3×60 ml). The combined organic layers were washed with H2O(3×70 ... Starting materials: C(C)(C)N(CC)C(C)C (diisopropylethylamine), N1[C@@H](CC=2CCCCC12)C(=O)OCC1=CC=CC=C1 (benzyl (2S)-2,3,4,5,6,7-hexahydro-1H-indole-2-carboxylate), C1(=CC=C(C=C1)S(=O)(=O)O[C@@H](C(=O)Cl)C)C ((1R)-2-chloro-1-methyl-2-oxoethyl p-toluenesulphonate). Solvent: ClCCl (dichloromethane). Run at time 1 hour. Product: C1(=CC=C(C=C1)S(=O)(=O)O[C@@H](C(=O)N1[C@@H](CC=2CCCCC12)C(=O)OCC1=CC=CC=C1)C)C (benzyl (2S)-1-[(2R)-2-{p-toluenesulphonyloxy}propionyl]-2,3,4,5,6,7-hexahydro-1H-indole-2-carboxylate). As a reaction SMILES: [NH:1]1[C:9]2[CH2:8][CH2:7][CH2:6][CH2:5][C:4]=2[CH2:3][C@H:2]1[C:10]([O:12][CH2:13][C:14]1[CH:19]=[CH:18][CH:17]=[CH:16][CH:15]=1)=[O:11].C(N(C(C)C)CC)(C)C.[C:29]1([CH3:44])[CH:34]=[CH:33][C:32]([S:35]([O:38][C@H:39]([CH3:43])[C:40](Cl)=[O:41])(=[O:37])=[O:36])=[CH:31][CH:30]=1>ClCCl>[C:29]1([CH3:44])[CH:30]=[CH:31][C:32]([S:35]([O:38][C@H:39]([CH3:43])[C:40]([N:1]2[C:9]3[CH2:8][CH2:7][CH2:6][CH2:5][C:4]=3[CH2:3][C@H:2]2[C:10]([O:12][CH2:13][C:14]2[CH:19]=[CH:18][CH:17]=[CH:16][CH:15]=2)=[O:11])=[O:41])(=[O:36])=[O:37])=[CH:33][CH:34]=1. Procedure details: Introduce into a reactor 200 g of benzyl (2S)-2,3,4,5,6,7-hexahydro-1H-indole-2-carboxylate and 1.5 litres of dichloromethane, and then bring the temperature of the reaction mixture to 0° C. and add 201 ml of diisopropylethylamine, followed by 202 g of (1R)-2-chloro-1-methyl-2-oxoethyl p-toluenesulphonate. Subsequently, bring the mixture to ambient temperature. After stirring for 1 hour at that temperature, wash the mixture with water. The solution of benzyl (2S)-1-[(2R)-2-{p-toluenesulphonyloxy... The reactants are solution, [I-].[K+] (potassium iodide), NC(=O)N (urea), NC1=C(C(C(=O)O)=CC=C1)C(=O)O (3-Aminophthalic acid), [N+](=O)([O-])[O-].[Na+] (sodium nitrate), S(=S)(=O)([O-])[O-].[Na+].[Na+] (sodium thiosulfate). The solvent is Cl (hydrochloric acid). Conditions: time 3 hour. Product: IC1=C(C(C(=O)O)=CC=C1)C(=O)O (3-iodophthalic acid). Yield: 62.0%. Reaction SMILES: N[C:2]1[CH:10]=[CH:9][CH:8]=[C:4]([C:5]([OH:7])=[O:6])[C:3]=1[C:11]([OH:13])=[O:12].[N+]([O-])([O-])=O.[Na+].[I-:19].[K+].NC(N)=O.S([O-])([O-])(=O)=S.[Na+].[Na+]>Cl>[I:19][C:2]1[CH:10]=[CH:9][CH:8]=[C:4]([C:5]([OH:7])=[O:6])[C:3]=1[C:11]([OH:13])=[O:12] |f:1.2,3.4,6.7.8|. Reported procedure: 3-Aminophthalic acid (5.00 g, 27.6 mmol) was dissolved in 8.4 mol/L hydrochloric acid (60 mL), and the solution was added with an aqueous solution (10 mL) of sodium nitrate (2.0 g, 29 mmol) by drops under ice-cooling for 20 minutes, followed by stirring at the same temperature for 3 hours. Then, an aqueous solution (10 mL), in which potassium iodide (6.9 g, 41 mmol) and urea (291 mg) were dissolved, is added by drops to the mixture, followed by stirring at room temperature for 20 hours. The reac... The reactants are COC(C1=CC(=CC=C1)C(C)=O)=O (methyl-3-acetylbenzoate), [BH4-].[Na+] (sodium borohydride). The solvent is CCO (EtOH). Reaction conditions: time 1 hour. Product: COC(C1=CC(=CC=C1)C(C)O)=O (3-(1-Hydroxyethyl)benzoic acid methyl ester). Yield: 70.3%. RXN SMILES: [CH3:1][O:2][C:3](=[O:13])[C:4]1[CH:9]=[CH:8][CH:7]=[C:6]([C:10](=[O:12])[CH3:11])[CH:5]=1.[BH4-].[Na+]>CCO>[CH3:1][O:2][C:3](=[O:13])[C:4]1[CH:9]=[CH:8][CH:7]=[C:6]([CH:10]([OH:12])[CH3:11])[CH:5]=1 |f:1.2|. Reported procedure: General Procedure EE: Into the EtOH (70 ml) solution of methyl-3-acetylbenzoate (771 mg, 3.98 mmol) was added sodium borohydride (232 mg, 6.09 mmol). The mixture was stirred at rt under an atmosphere of nitrogen for one hour. After that time, the mixture was quenched with saturated NH4Cl followed by water, extracted with EtOAc (3×50 ml). The extracts were washed with water (50 ml), brine (50 ml), dried over MgSO4. After concentrated in vacuo, a beige oil (6269-42, 700 mg) was obtained. It was pu...